This data is from the Open Reaction Database (ORD), a public repository of structured organic reaction records. The task is: describe an organic reaction: reactants, conditions, products, and yield Starting materials: O=C1c2ccccc2C(=O)N1CCCBr, CC(C)(C)OC(=O)NC(Cc1ccc(O)cc1)C(=O)O, CC(C)(C)[O-], CS(C)=O, [K+], O. Yields the product CC(C)(C)OC(=O)NC(Cc1ccc(OCCCN2C(=O)c3ccccc3C2=O)cc1)C(=O)O. As a reaction SMILES: [Br:21][CH2:22][CH2:23][CH2:24][N:25]1[C:26](=[O:35])[c:27]2[c:28]([cH:31][cH:32][cH:33][cH:34]2)[C:29]1=[O:30].[C:1]([CH3:2])([CH3:3])([CH3:4])[O:5][C:6](=[O:7])[NH:8][CH:9]([CH2:10][c:11]1[cH:12][cH:13][c:14]([OH:17])[cH:15][cH:16]1)[C:18](=[O:19])[OH:20].[CH3:36][C:37]([CH3:38])([O-:39])[CH3:40].[CH3:42][S:43](=[O:44])[CH3:45].[K+:41].[OH2:46]>>[C:1]([CH3:2])([CH3:3])([CH3:4])[O:5][C:6](=[O:7])[NH:8][CH:9]([CH2:10][c:11]1[cH:12][cH:13][c:14]([O:17][CH2:22][CH2:23][CH2:24][N:25]2[C:26](=[O:35])[c:27]3[c:28]([cH:31][cH:32][cH:33][cH:34]3)[C:29]2=[O:30])[cH:15][cH:16]1)[C:18](=[O:19])[OH:20].